From a dataset of the Open Reaction Database (ORD), a public repository of structured organic reaction records. describe an organic reaction: reactants, conditions, products, and yield Starting materials: [OH-].[K+] (potassium hydroxide), C([O-])([O-])=O.[K+].[K+] (potassium carbonate), ClC1=CC=C(C=C1)\C=N\C(C(=O)OC(C)(C)C)C (tert-butyl 2-[(E)-(4-chlorophenyl)methyleneamino]propanoate), BrCC1CC1 (1-bromomethyl cyclopropane). Reagents/catalysts: [Cl-].C(CCC)[N+](CCCC)(CCCC)CCCC (tetrabutyl ammonium chloride). Run in ClCCl (Dichloromethane). Reaction conditions: time 24 hour. The product is ClC1=CC=C(C=C1)\C=N\C(C(=O)OC(C)(C)C)(CC1CC1)C (tert-butyl 2-[(E)-(4-chlorophenyl)methyleneamino]-3-cyclopropyl-2-methyl-propanoate). Isolated yield 108.3%. RXN SMILES: [Cl:1][C:2]1[CH:7]=[CH:6][C:5](/[CH:8]=[N:9]/[CH:10]([CH3:18])[C:11]([O:13][C:14]([CH3:17])([CH3:16])[CH3:15])=[O:12])=[CH:4][CH:3]=1.Br[CH2:20][CH:21]1[CH2:23][CH2:22]1.[OH-].[K+].C(=O)([O-])[O-].[K+].[K+]>[Cl-].C([N+](CCCC)(CCCC)CCCC)CCC.ClCCl>[Cl:1][C:2]1[CH:3]=[CH:4][C:5](/[CH:8]=[N:9]/[C:10]([CH3:18])([CH2:20][CH:21]2[CH2:23][CH2:22]2)[C:11]([O:13][C:14]([CH3:17])([CH3:16])[CH3:15])=[O:12])=[CH:6][CH:7]=1 |f:2.3,4.5.6,7.8|. Reported procedure: To a round-bottomed flask (100 ml) under an argon atmosphere was added tert-butyl 2-[(E)-(4-chlorophenyl)methyleneamino]propanoate (CAN 208927-33-7, 1.6 g, 5.97 mmole), 1-bromomethyl cyclopropane (CAN 7051-34-5, 4.5 ml, 51.43 mmole), and tetrabutyl ammonium chloride (0.166 g, 0.6 mmole). A mixture of potassium hydroxide (1.67 g, 29.85 mmole)/potassium carbonate (4.12 g, 29.85 mmole) was finely grained using a mortar and was added to the reaction mixture. The resulting mixture was stirred vigorou...